From a dataset of the Open Reaction Database (ORD), a public repository of structured organic reaction records. describe an organic reaction: reactants, conditions, products, and yield Starting materials: CCOC(=O)Nc1c([N+](=O)[O-])cc(C)c(C)c1[N+](=O)[O-], O=S(=O)(O)O. The product is Cc1cc([N+](=O)[O-])c(N)c([N+](=O)[O-])c1C. RXN SMILES: [CH2:6]([O:7][C:8](=[O:9])[NH:11][c:12]1[c:13]([N+:23](=[O:24])[O-:25])[c:14]([CH3:22])[c:15]([CH3:21])[cH:16][c:17]1[N+:18](=[O:19])[O-:20])[CH3:10].[S:1](=[O:2])(=[O:3])([OH:4])[OH:5]>>[NH2:11][c:12]1[c:13]([N+:23](=[O:24])[O-:25])[c:14]([CH3:22])[c:15]([CH3:21])[cH:16][c:17]1[N+:18](=[O:19])[O-:20]. Reactants: Cl.C(C)OC(CC=1C=C(C(=CC1)OC)C1=C(C=C(C=C1)C=1C=NC(=CC1)OCC)CNCC)=O ([4′-(6-ethoxy-pyridin-3-yl)-2′-ethylaminomethyl-6-methoxy-biphenyl-3-yl]-acetic acid ethyl ester, hydrochloride), C1(CC1)C(=O)Cl (cyclopropanecarbonyl chloride). Product: C(C)OC(CC=1C=C(C(=CC1)OC)C1=C(C=C(C=C1)C=1C=NC(=CC1)OCC)CN(CC)C(=O)C1CC1)=O ([2′-[(Cyclopropanecarbonyl-ethyl-amino)-methyl]-4′-(6-ethoxy-pyridin-3-yl)-6-methoxy-biphenyl-3-yl]-acetic acid ethyl ester). Reaction SMILES: Cl.[CH2:2]([O:4][C:5](=[O:34])[CH2:6][C:7]1[CH:8]=[C:9]([C:15]2[CH:20]=[CH:19][C:18]([C:21]3[CH:22]=[N:23][C:24]([O:27][CH2:28][CH3:29])=[CH:25][CH:26]=3)=[CH:17][C:16]=2[CH2:30][NH:31][CH2:32][CH3:33])[C:10]([O:13][CH3:14])=[CH:11][CH:12]=1)[CH3:3].[CH:35]1([C:38](Cl)=[O:39])[CH2:37][CH2:36]1>>[CH2:2]([O:4][C:5](=[O:34])[CH2:6][C:7]1[CH:8]=[C:9]([C:15]2[CH:20]=[CH:19][C:18]([C:21]3[CH:22]=[N:23][C:24]([O:27][CH2:28][CH3:29])=[CH:25][CH:26]=3)=[CH:17][C:16]=2[CH2:30][N:31]([C:38]([CH:35]2[CH2:37][CH2:36]2)=[O:39])[CH2:32][CH3:33])[C:10]([O:13][CH3:14])=[CH:11][CH:12]=1)[CH3:3] |f:0.1|. Reported procedure: Prepared according to the procedure described in Example 1, Step 6, using the following starting materials: [4′-(6-ethoxy-pyridin-3-yl)-2′-ethylaminomethyl-6-methoxy-biphenyl-3-yl]-acetic acid ethyl ester, hydrochloride and cyclopropanecarbonyl chloride.